Dataset: the Open Reaction Database (ORD), a public repository of structured organic reaction records. Task: describe an organic reaction: reactants, conditions, products, and yield Reactants: O=S(Cl)Cl, O=S(=O)(O)CCc1ccccn1. Product: O=S(=O)(Cl)CCc1ccccn1. Reaction SMILES: [S:13]([Cl:14])([Cl:15])=[O:16].[n:1]1[c:2]([CH2:7][CH2:8][S:9](=[O:10])(=[O:11])[OH:12])[cH:3][cH:4][cH:5][cH:6]1>>[n:1]1[c:2]([CH2:7][CH2:8][S:9](=[O:10])(=[O:12])[Cl:15])[cH:3][cH:4][cH:5][cH:6]1. Starting materials: CCCOC(CNCC1OCC(C)O1)OCCC, O=C(Cl)CCl, [Na+], [Na+], O=C([O-])[O-], O, c1ccccc1. The product is CCCOC(CN(CC1OCC(C)O1)C(=O)CCl)OCCC. Reaction SMILES: [CH2:1]([CH2:2][CH3:3])[O:4][CH:5]([CH2:6][NH:7][CH2:8][CH:9]1[O:10][CH2:11][CH:12]([CH3:14])[O:13]1)[O:15][CH2:16][CH2:17][CH3:18].[Cl:31][CH2:32][C:33](=[O:34])[Cl:35].[Na+:25].[Na+:26].[O-:27][C:28](=[O:29])[O-:30].[OH2:36].[cH:19]1[cH:20][cH:21][cH:22][cH:23][cH:24]1>>[CH2:1]([CH2:2][CH3:3])[O:4][CH:5]([CH2:6][N:7]([CH2:8][CH:9]1[O:10][CH2:11][CH:12]([CH3:14])[O:13]1)[C:33]([CH2:32][Cl:31])=[O:34])[O:15][CH2:16][CH2:17][CH3:18]. Reactants: C(=O)(OC(C)(C)C)N1[C@@H](CCC1)COC=1C=NC=C(C1)Br (3-(1-BOC-2-(S)-pyrrolidinylmethoxy)-5-bromopyridine), tetrekis(triphenylphosphine)palladium, C(CCC)[Sn](C1=NC=CC=N1)(CCCC)CCCC (tributyl(pyrimidinyl)tin). Run in C1(=CC=CC=C1)C (toluene). Product: C(=O)(OC(C)(C)C)N1[C@@H](CCC1)COC=1C=NC=C(C1)C=1C=NC=NC1 (3-(1-BOC-2-(S)-pyrrolidinylmethoxy)-5-(5-pyrimidiny)pyridine). Yield: 70.6%. Reaction SMILES: [C:1]([N:8]1[CH2:12][CH2:11][CH2:10][C@H:9]1[CH2:13][O:14][C:15]1[CH:16]=[N:17][CH:18]=[C:19](Br)[CH:20]=1)([O:3][C:4]([CH3:7])([CH3:6])[CH3:5])=[O:2].C([Sn](CCCC)(CCCC)[C:27]1[N:32]=[CH:31][CH:30]=[CH:29][N:28]=1)CCC>C1(C)C=CC=CC=1>[C:1]([N:8]1[CH2:12][CH2:11][CH2:10][C@H:9]1[CH2:13][O:14][C:15]1[CH:16]=[N:17][CH:18]=[C:19]([C:30]2[CH:29]=[N:28][CH:27]=[N:32][CH:31]=2)[CH:20]=1)([O:3][C:4]([CH3:7])([CH3:6])[CH3:5])=[O:2]. Procedure details: To the solution of 3-(1-BOC-2-(S)-pyrrolidinylmethoxy)-5-bromopyridine (670 mg, 1.88 mmol) in toluene (10 mL) was added tetrekis(triphenylphosphine)palladium (70 mg, 1%) and tributyl(pyrimidinyl)tin (0.84 g, 2.26 mmol). The mixture was stirred and heated under reflux for 16 h. Solvent was evaporated and the residue was chromatographed (silica gel; hexane/EtOAc, 10:1 to 2:1) to afford an oil (473 mg, 71%): 1H NMR (CDCl3, 300 MHz) δ 1.44 (s, 9H), 1.88-2.00 (m, 2H), 2.05 (m, 1H), 3.30-3.48 (m, 2H),... The reactants are N#Cc1ccnc(-c2ccccc2)c1N, C1COCCO1, O. The product is NC(=O)c1ccnc(-c2ccccc2)c1N. RXN SMILES: [NH2:1][c:2]1[c:3](-[c:10]2[cH:11][cH:12][cH:13][cH:14][cH:15]2)[n:4][cH:5][cH:6][c:7]1[C:8]#[N:9].[O:16]1[CH2:17][CH2:18][O:19][CH2:20][CH2:21]1.[OH2:22]>>[NH2:1][c:2]1[c:3](-[c:10]2[cH:11][cH:12][cH:13][cH:14][cH:15]2)[n:4][cH:5][cH:6][c:7]1[C:8]([NH2:9])=[O:16].